The task is: describe an organic reaction: reactants, conditions, products, and yield. This data is from the Open Reaction Database (ORD), a public repository of structured organic reaction records. The reactants are O=c1[nH]nc2c(-c3ccncc3)c(-c3ccc(Cl)cc3)cnn12, FC(F)(F)c1ccc(CCl)nc1, Cl, [K+], [K+], O=C([O-])[O-], CN(C)C=O. Yields the product O=c1n(Cc2ccc(C(F)(F)F)cn2)nc2c(-c3ccncc3)c(-c3ccc(Cl)cc3)cnn12. As a reaction SMILES: [Cl:1][c:2]1[cH:3][cH:4][c:5](-[c:8]2[c:9](-[c:18]3[cH:19][cH:20][n:21][cH:22][cH:23]3)[c:10]3[n:11]([n:12][cH:13]2)[c:14](=[O:17])[nH:15][n:16]3)[cH:6][cH:7]1.[Cl:31][CH2:32][c:33]1[n:34][cH:35][c:36]([C:39]([F:40])([F:41])[F:42])[cH:37][cH:38]1.[ClH:30].[K+:24].[K+:25].[O-:26][C:27]([O-:28])=[O:29].[O:43]=[CH:44][N:45]([CH3:46])[CH3:47]>>[Cl:1][c:2]1[cH:3][cH:4][c:5](-[c:8]2[c:9](-[c:18]3[cH:19][cH:20][n:21][cH:22][cH:23]3)[c:10]3[n:11]([n:12][cH:13]2)[c:14](=[O:17])[n:15]([CH2:32][c:33]2[n:34][cH:35][c:36]([C:39]([F:40])([F:41])[F:42])[cH:37][cH:38]2)[n:16]3)[cH:6][cH:7]1.